Task: describe an organic reaction: reactants, conditions, products, and yield. Dataset: the Open Reaction Database (ORD), a public repository of structured organic reaction records Reactants: ClC1=CC=C(CN)C=C1 (4-chloro-benzyl amine), COC(C1=C(C=C(C=C1I)F)CBr)=O (2-bromomethyl-4-fluoro-6-iodo-benzoic acid methyl ester), C(=O)([O-])[O-].[K+].[K+] (K2CO3). The solvent is C1(=CC=CC=C1)C (toluene). Run at temperature 100 celsius, time 2 hour. Product: FC=1C=C2CN(C(C2=C(C1)I)=O)CC1=CC=C(C=C1)Cl (5-fluoro-7-iodo-2-(4-chloro-benzyl)-2,3-dihydro-isoindol-1-one). The yield is 50.8%. As a reaction SMILES: [Cl:1][C:2]1[CH:9]=[CH:8][C:5]([CH2:6][NH2:7])=[CH:4][CH:3]=1.C[O:11][C:12](=O)[C:13]1[C:18]([I:19])=[CH:17][C:16]([F:20])=[CH:15][C:14]=1[CH2:21]Br.C([O-])([O-])=O.[K+].[K+]>C1(C)C=CC=CC=1>[F:20][C:16]1[CH:15]=[C:14]2[C:13](=[C:18]([I:19])[CH:17]=1)[C:12](=[O:11])[N:7]([CH2:6][C:5]1[CH:8]=[CH:9][C:2]([Cl:1])=[CH:3][CH:4]=1)[CH2:21]2 |f:2.3.4|. Procedure: A mixture of 4-chloro-benzyl amine (1.3 mmol), 2-bromomethyl-4-fluoro-6-iodo-benzoic acid methyl ester (0.374 g, 1.0 mmol), and K2CO3 (0.277 g, 2 mmol) in toluene (4 mL) was heated with stirring at 100° C. for 2 h. The resulting mixture was filtered and concentrated. Silica gel column chromatography using 30% ethyl acetate in hexane afforded 5-fluoro-7-iodo-2-(4-chloro-benzyl)-2,3-dihydro-isoindol-1-one (0.204 g, 50%). 1H NMR (300 MHz, CDCl3): δ (ppm) 4.15 (s, 2H), 4.74 (s, 2H), 7.10 (d, 1H), 7.... The reactants are Cc1cc(C)c2c(N)n[nH]c2n1, Nc1cc[nH]n1, C1CCOC1, O=C1Nc2ccccc2C1=CO. The product is Cc1cc(C)c2c(NC=C3C(=O)Nc4ccccc43)n[nH]c2n1. As a reaction SMILES: [CH3:19][c:20]1[c:21]2[c:22]([n:23][c:24]([CH3:26])[cH:25]1)[nH:27][n:28][c:29]2[NH2:30].[NH2:1][c:2]1[cH:3][cH:4][nH:5][n:6]1.[O:31]1[CH2:32][CH2:33][CH2:34][CH2:35]1.[OH:7][CH:8]=[C:9]1[C:10](=[O:18])[NH:11][c:12]2[cH:13][cH:14][cH:15][cH:16][c:17]21>>[CH:8](=[C:9]1[C:10](=[O:18])[NH:11][c:12]2[cH:13][cH:14][cH:15][cH:16][c:17]21)[NH:30][c:29]1[c:21]2[c:20]([CH3:19])[cH:25][c:24]([CH3:26])[n:23][c:22]2[nH:27][n:28]1. Reactants: CC=1NC=CN1 (2-methylimidazole), ClC=1N=C(C2=C(N1)SC(=C2C)C)NCC2=CC(=C(C=C2)OC)OC (2-chloro-5,6-dimethyl-4-(3,4-dimethoxybenzylamino)-thieno-[2,3-d]-pyrimidine). The product is CC=1N(C=CN1)C=1N=C(C2=C(N1)SC(=C2C)C)NCC2=CC(=C(C=C2)OC)OC (2-(2-methylimidazol-1-yl)-5,6-dimethyl-4-(3,4-dimethoxybenzylamino)-thieno-[2,3-d]-pyrimidine). RXN SMILES: [CH3:1][C:2]1[NH:3][CH:4]=[CH:5][N:6]=1.Cl[C:8]1[N:9]=[C:10]([NH:19][CH2:20][C:21]2[CH:26]=[CH:25][C:24]([O:27][CH3:28])=[C:23]([O:29][CH3:30])[CH:22]=2)[C:11]2[C:16]([CH3:17])=[C:15]([CH3:18])[S:14][C:12]=2[N:13]=1>>[CH3:1][C:2]1[N:3]([C:8]2[N:9]=[C:10]([NH:19][CH2:20][C:21]3[CH:26]=[CH:25][C:24]([O:27][CH3:28])=[C:23]([O:29][CH3:30])[CH:22]=3)[C:11]3[C:16]([CH3:17])=[C:15]([CH3:18])[S:14][C:12]=3[N:13]=2)[CH:4]=[CH:5][N:6]=1. Procedure: Following the procedure of Example 97, the reaction of 2-methylimidazole with 2-chloro-5,6-dimethyl-4-(3,4-dimethoxybenzylamino)-thieno-[2,3-d]-pyrimidine gives 2-(2-methylimidazol-1-yl)-5,6-dimethyl-4-(3,4-dimethoxybenzylamino)-thieno-[2,3-d]-pyrimidine.